From a dataset of the Open Reaction Database (ORD), a public repository of structured organic reaction records. describe an organic reaction: reactants, conditions, products, and yield Reactants: C1(C=CC(N1CCO)=O)=O (2-Maleimidylethanol), C12C(CC(C=C1)C2)C(=O)OC(C)(C)C (t-butyl 5-norbornene-2-carboxylate), C12C(CC(C=C1)C2)C(=O)OCCO (2-hydroxyethyl 5-norbornene-2-carboxylate), C12C(CC(C=C1)C2)C(=O)O (5-norbornene-2-carboxylic acid). Solvent: C1CCOC1 (THF). Product: C1(C=CC(N1CCO)=O)=O.C12C(CC(C=C1)C2)C(=O)OC(C)(C)C.OCCOC(=O)C1C2C=CC(C1)C2.C12C(CC(C=C1)C2)C(=O)O (2-maleimidylethanol t-butyl 5-norbornene-2-carboxylate 2-hydroxyethyl-5-norbornene-2-carboxylate 5-norbornene-2-carboxylic acid). Reaction SMILES: [C:1]1(=[O:10])[N:5]([CH2:6][CH2:7][OH:8])[C:4](=[O:9])[CH:3]=[CH:2]1.[CH:11]12[CH2:17][CH:14]([CH:15]=[CH:16]1)[CH2:13][CH:12]2[C:18]([O:20][C:21]([CH3:24])([CH3:23])[CH3:22])=[O:19].[CH:25]12[CH2:31][CH:28]([CH:29]=[CH:30]1)[CH2:27][CH:26]2[C:32]([O:34][CH2:35][CH2:36][OH:37])=[O:33].[CH:38]12[CH2:44][CH:41]([CH:42]=[CH:43]1)[CH2:40][CH:39]2[C:45]([OH:47])=[O:46]>C1COCC1>[C:4]1(=[O:9])[N:5]([CH2:6][CH2:7][OH:8])[C:1](=[O:10])[CH:2]=[CH:3]1.[CH:11]12[CH2:17][CH:14]([CH:15]=[CH:16]1)[CH2:13][CH:12]2[C:18]([O:20][C:21]([CH3:24])([CH3:23])[CH3:22])=[O:19].[OH:37][CH2:36][CH2:35][O:34][C:32]([CH:26]1[CH2:27][CH:28]2[CH2:31][CH:25]1[CH:30]=[CH:29]2)=[O:33].[CH:38]12[CH2:44][CH:41]([CH:42]=[CH:43]1)[CH2:40][CH:39]2[C:45]([OH:47])=[O:46] |f:5.6.7.8|. Procedure: 2-Maleimidylethanol (12) (0.5 to 1 mol), 0.1 to 1 mol of t-butyl 5-norbornene-2-carboxylate (19), 0.05 to 1 mol of 2-hydroxyethyl 5-norbornene-2-carboxylate (21), and 0.01 to 0.3 mol of 5-norbornene-2-carboxylic acid (20) were dissolved in 150 to 250 g of THF solvent to which was added 0.5 to 20 g of AIEN as a polymerization initiator. The reaction mixture was allowed to react at 60° C. to 75° C. for 4 to 24 hours under an argon atmosphere. The resulting crude resin was precipitated with ethyl e... Reaction SMILES: [P:1](=[O:5])([OH:4])([OH:3])[OH:2].C=O.[NH2:8][C:9]([NH2:11])=[O:10]>>[CH2:9]=[O:10].[NH2:8][C:9]([NH2:11])=[O:10].[P:1]([O-:5])([O-:4])([O-:3])=[O:2] |f:3.4.5|. The reactants are P(O)(O)(O)=O (phosphoric acid), C=O (formaldehyde), NC(=O)N (urea). Yields the product C=O.NC(=O)N.P(=O)([O-])([O-])[O-] (urea-formaldehyde phosphate). Procedure: 12 parts by weight of aqueous phosphoric acid (85%) is mixed with 60 parts by weight of aqueous formaldehyde (37%), then 16 parts by weight of urea powder is rapidly added and mixed thereby producing a urea-formaldehyde-phosphate white pre-polymer emulsion. After 10 days the pre-polymer was heated to 50-70 degree C. until the solution became clear, then the resin was poured into a mold and it solidified into a clear solid resin. Reactants: CC(C)CCON=O, CC#N, ICI, CCOC(=O)c1sc(N)c(C#N)c1-c1ccc(Cl)cc1Cl. The product is CCOC(=O)c1sc(I)c(C#N)c1-c1ccc(Cl)cc1Cl. Reaction SMILES: [CH3:25][CH:26]([CH2:27][CH2:28][O:29][N:30]=[O:31])[CH3:32].[CH3:33][C:34]#[N:35].[I:22][CH2:23][I:24].[NH2:1][c:2]1[c:3]([C:20]#[N:21])[c:4](-[c:12]2[c:13]([Cl:19])[cH:14][c:15]([Cl:18])[cH:16][cH:17]2)[c:5]([C:7](=[O:8])[O:9][CH2:10][CH3:11])[s:6]1>>[c:2]1([I:22])[c:3]([C:20]#[N:21])[c:4](-[c:12]2[c:13]([Cl:19])[cH:14][c:15]([Cl:18])[cH:16][cH:17]2)[c:5]([C:7](=[O:8])[O:9][CH2:10][CH3:11])[s:6]1. The reactants are NC=1N=CN(C1C(=O)N)CCC1=CC=CC=C1 (4-amino-1-(2-phenylethyl)-5-imidazolecarboxamide), FC1=C(C(=O)Cl)C=CC=C1 (2-fluorobenzoyl chloride). Product: FC1=C(C(=O)NC=2N=CN(C2C(=O)N)CCC2=CC=CC=C2)C=CC=C1 (4-(2-fluorobenzoylamino)-1-(2-phenylethyl)-5-imidazolecarboxamide). As a reaction SMILES: [NH2:1][C:2]1[N:3]=[CH:4][N:5]([CH2:10][CH2:11][C:12]2[CH:17]=[CH:16][CH:15]=[CH:14][CH:13]=2)[C:6]=1[C:7]([NH2:9])=[O:8].[F:18][C:19]1[CH:27]=[CH:26][CH:25]=[CH:24][C:20]=1[C:21](Cl)=[O:22]>>[F:18][C:19]1[CH:27]=[CH:26][CH:25]=[CH:24][C:20]=1[C:21]([NH:1][C:2]1[N:3]=[CH:4][N:5]([CH2:10][CH2:11][C:12]2[CH:17]=[CH:16][CH:15]=[CH:14][CH:13]=2)[C:6]=1[C:7]([NH2:9])=[O:8])=[O:22]. Reported procedure: An amidation reaction and post-treatment were carried out following the conditions of Example 22 using 2.00 g (8.69 mmol) of 4-amino-1-(2-phenylethyl)-5-imidazolecarboxamide which was prepared in the same manner as in Example 56 and 2-fluorobenzoyl chloride instead of benzoyl chloride to obtain crude 4-(2-fluorobenzoylamino)-1-(2-phenylethyl)-5-imidazolecarboxamide. Starting materials: ClC1=CC(=CC2=C1C=C(O2)COC=2C=C1CCN(C1=CC2)CC2(COC(OC2)(C)C)NC(OC(C)(C)C)=O)Cl (tert-Butyl 5-((5-((4,6-dichlorobenzofuran-2-yl)methoxy)indolin-1-yl)methyl)-2,2-dimethyl-1,3-dioxan-5-ylcarbamate), CC1(OCC(CO1)(CNC1=CC=C(C=C1)CCCCCCCC)NC(OC(C)(C)C)=O)C (tert-butyl 2,2-dimethyl-5-((4-octylphenylamino)methyl)-1,3-dioxan-5-ylcarbamate). Yields the product NC(CO)(CO)CN1CCC2=CC(=CC=C12)OCC=1OC2=C(C1)C(=CC(=C2)Cl)Cl (2-Amino-2-((5-((4,6-dichlorobenzofuran-2-yl)methoxy)indolin-1-yl)methyl)propane-1,3-diol). The yield is 37.0%. RXN SMILES: [Cl:1][C:2]1[C:7]2[CH:8]=[C:9]([CH2:11][O:12][C:13]3[CH:14]=[C:15]4[C:19](=[CH:20][CH:21]=3)[N:18]([CH2:22][C:23]3([NH:31]C(=O)OC(C)(C)C)[CH2:28][O:27]C(C)(C)[O:25][CH2:24]3)[CH2:17][CH2:16]4)[O:10][C:6]=2[CH:5]=[C:4]([Cl:39])[CH:3]=1.CC1(C)OCC(NC(=O)OC(C)(C)C)(CNC2C=CC(CCCCCCCC)=CC=2)CO1>>[NH2:31][C:23]([CH2:22][N:18]1[C:19]2[C:15](=[CH:14][C:13]([O:12][CH2:11][C:9]3[O:10][C:6]4[CH:5]=[C:4]([Cl:39])[CH:3]=[C:2]([Cl:1])[C:7]=4[CH:8]=3)=[CH:21][CH:20]=2)[CH2:16][CH2:17]1)([CH2:24][OH:25])[CH2:28][OH:27]. Reported procedure: When the product of Step G was substituted for tert-butyl 2,2-dimethyl-5-((4-octylphenylamino)methyl)-1,3-dioxan-5-ylcarbamate in Example 1, Step B, the identical process afforded the title compound in 37% yield, as a off white solid. 1H-NMR (CD3OD) 2.9 (tr, 2H, J=8.2 Hz); 3.37 (tr, 2H, J=8.2 Hz); 3.43-3.53 (m, 4H); 5.0 (s, 2H); 6.5 (d, 1H, J=8.4 Hz); 6.65-6.7 (m, 1H); 6.76 (s, 2H); 7.19 (d, 1H, J=1.5 Hz); 7.37 (m, 1H). Reactants: CC(=O)O, Cl, [Cu], O=N[O-], Nc1nnc(-c2ccccc2)s1, [Na+], O. The product is Clc1nnc(-c2ccccc2)s1. As a reaction SMILES: [CH3:18][C:19](=[O:20])[OH:21].[ClH:17].[Cu:23].[N:13]([O-:14])=[O:15].[NH2:1][c:2]1[s:3][c:4](-[c:7]2[cH:8][cH:9][cH:10][cH:11][cH:12]2)[n:5][n:6]1.[Na+:16].[OH2:22]>>[c:2]1([Cl:17])[s:3][c:4](-[c:7]2[cH:8][cH:9][cH:10][cH:11][cH:12]2)[n:5][n:6]1.